This data is from the Open Reaction Database (ORD), a public repository of structured organic reaction records. The task is: describe an organic reaction: reactants, conditions, products, and yield The reactants are dry reagent, C(=O)([O-])[O-].[K+].[K+] (K2CO3), CI (methyl iodide), BrC1=C(C(=O)OC)C=C(C(=C1)C)O (Methyl 2-bromo-5-hydroxy-4-methylbenzoate). The solvent is CC(=O)C (acetone). Yields the product BrC1=C(C(=O)OC)C=C(C(=C1)C)OC (Methyl 2-bromo-5-methoxy-4-methylbenzoate). As a reaction SMILES: [Br:1][C:2]1[CH:11]=[C:10]([CH3:12])[C:9]([OH:13])=[CH:8][C:3]=1[C:4]([O:6][CH3:7])=[O:5].[C:14]([O-])([O-])=O.[K+].[K+].CI>CC(C)=O>[Br:1][C:2]1[CH:11]=[C:10]([CH3:12])[C:9]([O:13][CH3:14])=[CH:8][C:3]=1[C:4]([O:6][CH3:7])=[O:5] |f:1.2.3|. Reported procedure: A mixture of 800 mg of material from step b. 10 ml of dry reagent grade acetone, 456 mg of K2CO3, and excess methyl iodide was stirred a refluxed for 3 days. Ether extraction provided the ester in a form suitable for further transformation. The reactants are COCCCCO, O=C1c2ccccc2C(=O)N1CCCc1cccc(O)c1. As a reaction SMILES: [CH3:22][O:23][CH2:24][CH2:25][CH2:26][CH2:27][OH:28].[OH:1][c:2]1[cH:3][c:4]([CH2:8][CH2:9][CH2:10][N:11]2[C:12](=[O:21])[c:13]3[cH:14][cH:15][cH:16][cH:17][c:18]3[C:19]2=[O:20])[cH:5][cH:6][cH:7]1>>[O:1]([c:2]1[cH:3][c:4]([CH2:8][CH2:9][CH2:10][N:11]2[C:12](=[O:21])[c:13]3[cH:14][cH:15][cH:16][cH:17][c:18]3[C:19]2=[O:20])[cH:5][cH:6][cH:7]1)[CH2:27][CH2:26][CH2:25][CH2:24][O:23][CH3:22]. Yields the product COCCCCOc1cccc(CCCN2C(=O)c3ccccc3C2=O)c1. Reactants: C(#C)C=1C=C(C=CC1F)NC=1C2=C(N=CN1)C=NC(=C2)N (N4-(3-ethynyl-4-fluorophenyl)pyrido[3,4-d]-pyrimidine-4,6-diamine), C1CCOC1 (THF), C1=CN(C=N1)C(=O)N2C=CN=C2 (CDI), C(C)OP(=O)(OCC)CC(=O)O (2-(diethoxyphosphoryl)acetic acid). Solvent: CC(=O)N(C)C (DMA), O (water), ClCCl.CO (dichloromethane MeOH). Reaction conditions: temperature 40 celsius, time 15 minute. The product is C(#C)C=1C=C(C=CC1F)NC=1C2=C(N=CN1)C=NC(=C2)NC(CP(OCC)(OCC)=O)=O (diethyl 2-(4-(3-ethynyl-4-fluorophenylamino)pyrido[3,4-d]-pyrimidin-6-ylamino)-2-oxoethylphosphonate). The yield is 91.1%. Reaction SMILES: C1N=CN(C(N2C=NC=C2)=O)C=1.[CH2:13]([O:15][P:16]([CH2:21][C:22]([OH:24])=O)([O:18][CH2:19][CH3:20])=[O:17])[CH3:14].[C:25]([C:27]1[CH:28]=[C:29]([NH:34][C:35]2[C:36]3[CH:44]=[C:43]([NH2:45])[N:42]=[CH:41][C:37]=3[N:38]=[CH:39][N:40]=2)[CH:30]=[CH:31][C:32]=1[F:33])#[CH:26].C1COCC1>O.ClCCl.CO.CC(N(C)C)=O>[C:25]([C:27]1[CH:28]=[C:29]([NH:34][C:35]2[C:36]3[CH:44]=[C:43]([NH:45][C:22](=[O:24])[CH2:21][P:16](=[O:17])([O:15][CH2:13][CH3:14])[O:18][CH2:19][CH3:20])[N:42]=[CH:41][C:37]=3[N:38]=[CH:39][N:40]=2)[CH:30]=[CH:31][C:32]=1[F:33])#[CH:26] |f:5.6|. Reported procedure: To a stirred mixture of CDI (2.01 g, 12.4 mmol) and dry THE (9 mL), at room temperature and under a nitrogen atmosphere, was added a solution of 2-(diethoxyphosphoryl)acetic acid (2.18 g, 11.1 mmol) in THE (7 mL). After addition the reaction mixture was stirred further at 40° C. (bath) for 15 min (whence evolution of gases ceased). A mixture of compound 226 (1.24 g, 4.44 mmol) in a mixed solvents of dry THF (5 mL) and DMA (6 mL) was added and stirred further at 40° C. The reaction was monitored ... Starting materials: CCCCCC(=O)OC(NC(=O)OC(C)(C)C)C(C)CCc1cccs1, CO, [Na+], C1CCOC1, [OH-]. Yields the product CC(CCc1cccs1)C(O)NC(=O)OC(C)(C)C. RXN SMILES: [C:1]([CH3:2])([CH3:3])([CH3:4])[O:5][C:6](=[O:7])[NH:8][CH:9]([CH:10]([CH2:11][CH2:12][c:13]1[s:14][cH:15][cH:16][cH:17]1)[CH3:18])[O:19][C:20](=[O:21])[CH2:22][CH2:23][CH2:24][CH2:25][CH3:26].[CH3:34][OH:35].[Na+:28].[O:29]1[CH2:30][CH2:31][CH2:32][CH2:33]1.[OH-:27]>>[C:1]([CH3:2])([CH3:3])([CH3:4])[O:5][C:6](=[O:7])[NH:8][CH:9]([CH:10]([CH2:11][CH2:12][c:13]1[s:14][cH:15][cH:16][cH:17]1)[CH3:18])[OH:19]. Starting materials: [BH3-]C#N, CCOC(=O)C(=O)CCCCC1CCN(C(=O)OCc2ccccc2)CC1, CCO, CC(=O)O, [Na+], O. The product is CCOC(=O)C(O)CCCCC1CCN(C(=O)OCc2ccccc2)CC1. Reaction SMILES: [C:35]([BH3-:36])#[N:37].[CH2:1]([c:2]1[cH:3][cH:4][cH:5][cH:6][cH:7]1)[O:8][C:9](=[O:10])[N:11]1[CH2:12][CH2:13][CH:14]([CH2:17][CH2:18][CH2:19][CH2:20][C:21]([C:22](=[O:23])[O:24][CH2:25][CH3:26])=[O:27])[CH2:15][CH2:16]1.[CH3:28][CH2:29][OH:30].[CH3:31][C:32](=[O:33])[OH:34].[Na+:38].[OH2:39]>>[CH2:1]([c:2]1[cH:3][cH:4][cH:5][cH:6][cH:7]1)[O:8][C:9](=[O:10])[N:11]1[CH2:12][CH2:13][CH:14]([CH2:17][CH2:18][CH2:19][CH2:20][CH:21]([C:22](=[O:23])[O:24][CH2:25][CH3:26])[OH:27])[CH2:15][CH2:16]1. Yield: 26.1%. Yields the product CC1(OC2=C(C1=O)C=C(C=C2)CN)C (C-(2,2-dimethyl-3-oxo-2,3-dihydro-benzofuran-5-yl)-methylamine). Solvent: N (ammonia), CO (methanol). Run at time 5 day. Reported procedure: Dissolve N-(2,2-dimethyl-3-oxo-2,3-dihydro-benzofuran-5-ylmethyl)-2,2,2-trifluoro-acetamide (253 mg, 0.88 mmol) in 7M ammonia in methanol and stir at ambient temperature for 5 days. Remove volatiles in vacuo, purify by chromatography on silica gel eluting with DCM/2M ammonia in methanol (92:8) to give the title compound (44 mg, 26%). MS (ES+) m/z: 175 M+H−NH3)+. As a reaction SMILES: [CH3:1][C:2]1([CH3:20])[C:6](=[O:7])[C:5]2[CH:8]=[C:9]([CH2:12][NH:13]C(=O)C(F)(F)F)[CH:10]=[CH:11][C:4]=2[O:3]1>N.CO>[CH3:1][C:2]1([CH3:20])[C:6](=[O:7])[C:5]2[CH:8]=[C:9]([CH2:12][NH2:13])[CH:10]=[CH:11][C:4]=2[O:3]1. Reactants: CC1(OC2=C(C1=O)C=C(C=C2)CNC(C(F)(F)F)=O)C (N-(2,2-dimethyl-3-oxo-2,3-dihydro-benzofuran-5-ylmethyl)-2,2,2-trifluoro-acetamide).